This data is from the Open Reaction Database (ORD), a public repository of structured organic reaction records. The task is: describe an organic reaction: reactants, conditions, products, and yield Reactants: CCN(C(C)C)C(C)C, S=C(Cl)Cl, Nc1ccc(F)cc1Cl. The product is Fc1ccc(N=C=S)c(Cl)c1. Reaction SMILES: [CH2:14]([N:15]([CH:16]([CH3:17])[CH3:18])[CH:19]([CH3:20])[CH3:21])[CH3:22].[Cl:10][C:11]([Cl:12])=[S:13].[Cl:1][c:2]1[c:3]([NH2:4])[cH:5][cH:6][c:7]([F:9])[cH:8]1>>[Cl:1][c:2]1[c:3]([N:4]=[C:11]=[S:13])[cH:5][cH:6][c:7]([F:9])[cH:8]1.